This data is from the Open Reaction Database (ORD), a public repository of structured organic reaction records. The task is: describe an organic reaction: reactants, conditions, products, and yield Yields the product CC(=NNC(=O)c1ccc(C(=O)NCc2cncn2C)s1)c1csc(-c2ccc(C(F)(F)F)cc2)c1O. Reactants: Cn1cncc1CNC(=O)c1ccc(C(=O)NN)s1, CC(=O)c1csc(-c2ccc(C(F)(F)F)cc2)c1O. RXN SMILES: [CH3:20][n:21]1[cH:22][n:23][cH:24][c:25]1[CH2:26][NH:27][C:28](=[O:29])[c:30]1[s:31][c:32]([C:35](=[O:36])[NH:37][NH2:38])[cH:33][cH:34]1.[F:1][C:2]([c:3]1[cH:4][cH:5][c:6](-[c:9]2[s:10][cH:11][c:12]([C:15](=[O:16])[CH3:17])[c:13]2[OH:14])[cH:7][cH:8]1)([F:18])[F:19]>>[F:1][C:2]([c:3]1[cH:4][cH:5][c:6](-[c:9]2[s:10][cH:11][c:12]([C:15]([CH3:17])=[N:38][NH:37][C:35]([c:32]3[s:31][c:30]([C:28]([NH:27][CH2:26][c:25]4[n:21]([CH3:20])[cH:22][n:23][cH:24]4)=[O:29])[cH:34][cH:33]3)=[O:36])[c:13]2[OH:14])[cH:7][cH:8]1)([F:18])[F:19].